describe an organic reaction: reactants, conditions, products, and yield From a dataset of the Open Reaction Database (ORD), a public repository of structured organic reaction records. Reactants: C[O-].[Na+] (sodium methoxide), O1CCCC1 (tetrahydrofuran), C1(CC1)N1C(N(C2=C(C1=O)C(=C(C(N2C)=O)C)NC=2C=C(C=CC2)NC(C)=O)C2=C(C=C(C=C2)I)F)=O (N-{3-[3-cyclopropyl-1-(2-fluoro-4-iodophenyl)-6,8-dimethyl-2,4,7-trioxo-1,2,3,4,7,8-hexahydro-pyrido[2,3-d]pyrimidin-5-ylamino]phenyl}acetamide), C(C)(=O)O (Acetic acid). Solvent: CO (methanol), O (Water). Run at time 4 hour. Yields the product C1(CC1)N1C(N(C=2C(C1=O)=C(N(C(C2C)=O)C)NC2=C(C=C(C=C2)I)F)C=2C=C(C=CC2)NC(C)=O)=O (N-{3-[3-cyclopropyl-5-(2-fluoro-4-iodophenylamino)-6,8-dimethyl-2,4,7-trioxo-3,4,6,7-tetrahydro-2H-pyrido[4,3-d]pyrimidin-1-yl]phenyl}acetamide). Yield: 95.0%. RXN SMILES: C[O-].[Na+].O1CCCC1.[CH:9]1([N:12]2[C:17](=[O:18])[C:16]3[C:19]([NH:26][C:27]4[CH:28]=[C:29]([NH:33][C:34](=[O:36])[CH3:35])[CH:30]=[CH:31][CH:32]=4)=[C:20]([CH3:25])[C:21](=[O:24])[N:22]([CH3:23])[C:15]=3[N:14]([C:37]3[CH:42]=[CH:41][C:40]([I:43])=[CH:39][C:38]=3[F:44])[C:13]2=[O:45])[CH2:11][CH2:10]1.C(O)(=O)C>CO.O>[CH:9]1([N:12]2[C:17](=[O:18])[C:16]3=[C:15]([NH:14][C:37]4[CH:42]=[CH:41][C:40]([I:43])=[CH:39][C:38]=4[F:44])[N:22]([CH3:23])[C:21](=[O:24])[C:20]([CH3:25])=[C:19]3[N:26]([C:27]3[CH:28]=[C:29]([NH:33][C:34](=[O:36])[CH3:35])[CH:30]=[CH:31][CH:32]=3)[C:13]2=[O:45])[CH2:11][CH2:10]1 |f:0.1|. Procedure details: Under a nitrogen atmosphere, to a solution (1.57 g) of 28% sodium methoxide in methanol was added tetrahydrofuran (40 ml), N-{3-[3-cyclopropyl-1-(2-fluoro-4-iodophenyl)-6,8-dimethyl-2,4,7-trioxo-1,2,3,4,7,8-hexahydro-pyrido[2,3-d]pyrimidin-5-ylamino]phenyl}acetamide 58 (5.00 g) obtained in Step 7 was added, and the mixture was stirred at room temperature for 4 hrs. Acetic acid (0.56 ml) was added, and the mixture was stirred at room temperature for 30 min. Water (40 ml) was added and the mixture... Reactants: N1=C(C=CC2=CC=CC=C12)COC1=CC=C(C=CC2=CC=C(C=C2)O)C=C1 (4-(4-(2-quinolinylmethyloxy)styryl)phenol), ClCCCC1=NN=NN1 (5-(3-chloropropyl)tetrazole), [OH-].[K+] (KOH), C(C)O (ethanol). Run in O (water), CCCCCC.C(C)(=O)OCC (hexane ethyl acetate). The product is N1=C(C=CC2=CC=CC=C12)COC1=CC=C(C=CC2=CC=C(OCCCC3=NN=NN3)C=C2)C=C1 (5-(3-(4-(4-(2-quinolinylmethyloxy)styryl)phenoxy)propyl)tetrazole). RXN SMILES: [N:1]1[C:10]2[C:5](=[CH:6][CH:7]=[CH:8][CH:9]=2)[CH:4]=[CH:3][C:2]=1[CH2:11][O:12][C:13]1[CH:27]=[CH:26][C:16]([CH:17]=[CH:18][C:19]2[CH:24]=[CH:23][C:22]([OH:25])=[CH:21][CH:20]=2)=[CH:15][CH:14]=1.Cl[CH2:29][CH2:30][CH2:31][C:32]1[NH:36][N:35]=[N:34][N:33]=1.[OH-].[K+].C(O)C>O.CCCCCC.C(OCC)(=O)C>[N:1]1[C:10]2[C:5](=[CH:6][CH:7]=[CH:8][CH:9]=2)[CH:4]=[CH:3][C:2]=1[CH2:11][O:12][C:13]1[CH:27]=[CH:26][C:16]([CH:17]=[CH:18][C:19]2[CH:20]=[CH:21][C:22]([O:25][CH2:29][CH2:30][CH2:31][C:32]3[NH:36][N:35]=[N:34][N:33]=3)=[CH:23][CH:24]=2)=[CH:15][CH:14]=1 |f:2.3,6.7|. Procedure details: A mixture of (0.014 mol) 4-(4-(2-quinolinylmethyloxy)styryl)phenol, (0.14 mol) 5-(3-chloropropyl)tetrazole, 2 g (0.036 mol) KOH in 5 ml water, and 50 ml ethanol is heated over a steam bath for a period of 3 hours. The reaction mixture is concentrated to dryness and slurried into water and extracted with methylene chloride. The methylene chloride extract is washed with water, dried over MgSO4 and concentrated under reduced pressure to obtain solid which is passed through a silica gel column using... The product is CCc1ccc2c(C3(c4c(C)n(CC)c5ccccc45)OC(=O)c4ccccc43)c(-c3ccccc3)c(C)n2c1. Starting materials: CCn1c(C)c(C(=O)c2ccccc2C(=O)O)c2ccccc21, CC(=O)OC(C)=O, CCc1ccc2cc(-c3ccccc3)c(C)n2c1. Reaction SMILES: [C:1](=[O:2])([OH:3])[c:4]1[c:5]([C:10](=[O:11])[c:12]2[c:13]([CH3:23])[n:14]([CH2:21][CH3:22])[c:15]3[cH:16][cH:17][cH:18][cH:19][c:20]23)[cH:6][cH:7][cH:8][cH:9]1.[CH3:42][C:43]([O:44][C:45](=[O:46])[CH3:47])=[O:48].[c:24]1(-[c:30]2[cH:31][c:32]3[cH:33][cH:34][c:35]([CH2:40][CH3:41])[cH:36][n:37]3[c:38]2[CH3:39])[cH:25][cH:26][cH:27][cH:28][cH:29]1>>[C:1]1(=[O:2])[c:4]2[c:5]([cH:6][cH:7][cH:8][cH:9]2)[C:10]([c:12]2[c:13]([CH3:23])[n:14]([CH2:21][CH3:22])[c:15]3[cH:16][cH:17][cH:18][cH:19][c:20]23)([c:31]2[c:30](-[c:24]3[cH:25][cH:26][cH:27][cH:28][cH:29]3)[c:38]([CH3:39])[n:37]3[c:32]2[cH:33][cH:34][c:35]([CH2:40][CH3:41])[cH:36]3)[O:11]1. The reactants are Cl.C(CCCCCCCCC#CC)N (10-Dodecyn-1-amine hydrochloride), Cl.O1CCOCC1 (HCl dioxane), [H-].[Al+3].[Li+].[H-].[H-].[H-] (Lithium aluminum hydride), [OH-].[Na+] (NaOH). Run in COCCOCCOC (diglyme), C1CCOC1 (THF), CCOCC (Et2O). Conditions: temperature 150 celsius. Yields the product Cl.C(CCCCCCCC\C=C\C)N ((E)-10-Dodecen-1-aminehydrochloride). The yield is 44.5%. As a reaction SMILES: [ClH:1].[CH2:2]([NH2:14])[CH2:3][CH2:4][CH2:5][CH2:6][CH2:7][CH2:8][CH2:9][CH2:10][C:11]#[C:12][CH3:13].[H-].[Al+3].[Li+].[H-].[H-].[H-].[OH-].[Na+].Cl.O1CCOCC1>CCOCC.COCCOCCOC.C1COCC1>[ClH:1].[CH2:2]([NH2:14])[CH2:3][CH2:4][CH2:5][CH2:6][CH2:7][CH2:8][CH2:9][CH2:10]/[CH:11]=[CH:12]/[CH3:13] |f:0.1,2.3.4.5.6.7,8.9,10.11,15.16|. Procedure: 10-Dodecyn-1-amine hydrochloride (2.0 g, 9.2 mmol) and 1 ml THF were added to 30 ml diglyme. Lithium aluminum hydride (2 g, 53 mmol) were added and the mixture was heated at 150° C. for 96 hours. The mixture was cooled and 15% aqueous NaOH was added and the mixture was extracted with Et2O. The extracts were dried over Na2SO4, filtered, and the solvent was evaporated. The residue was chromatographed on silica gel eluting with CH2Cl2 -MeOH-NH4OH (150:90:1) to obtain an oil. The oil was dissolved i...